Task: describe an organic reaction: reactants, conditions, products, and yield. Dataset: the Open Reaction Database (ORD), a public repository of structured organic reaction records Starting materials: [Cl-].[Na+] (sodium chloride), [Cl-].[NH4+] (ammonium chloride), Cl (hydrochloric acid), FC1=C(C=CC=C1)SC[C@@H](CC[C@@H]1[C@H]([C@H](C[C@H]1O)O)CCCCCCC(=O)OC([C@@H](N)CCCNC(N)=N)=O)O (Arginyl 7-((1R,2R,3R,5S)-2-((R)-4-(2-fluorophenylthio)-3-hydroxybutyl)-3,5-dihydroxy cyclopentyl)heptanoate). Run in C(C)(=O)OCC (ethyl acetate), CO.O (MeOH H2O). Run at time 15 minute. The product is FC1=C(C=CC=C1)SC[C@@H](CC[C@@H]1[C@H]([C@H](C[C@H]1O)O)CCCCCCC(=O)O)O (7-((1R,2R,3R,5S)-2-((R)-4-(2-fluorophenylthio)-3-hydroxybutyl)-3,5-dihydroxy cyclopentyl)heptanoic acid). RXN SMILES: [F:1][C:2]1[CH:7]=[CH:6][CH:5]=[CH:4][C:3]=1[S:8][CH2:9][C@H:10]([OH:40])[CH2:11][CH2:12][C@H:13]1[C@H:17]([OH:18])[CH2:16][C@H:15]([OH:19])[C@@H:14]1[CH2:20][CH2:21][CH2:22][CH2:23][CH2:24][CH2:25][C:26]([O:28]C(=O)[C@H](CCCNC(=N)N)N)=[O:27].[Cl-].[NH4+].Cl.[Cl-].[Na+]>CO.O.C(OCC)(=O)C>[F:1][C:2]1[CH:7]=[CH:6][CH:5]=[CH:4][C:3]=1[S:8][CH2:9][C@H:10]([OH:40])[CH2:11][CH2:12][C@H:13]1[C@H:17]([OH:18])[CH2:16][C@H:15]([OH:19])[C@@H:14]1[CH2:20][CH2:21][CH2:22][CH2:23][CH2:24][CH2:25][C:26]([OH:28])=[O:27] |f:1.2,4.5,6.7|. Procedure details: To 1.0 gram of Arginyl 7-((1R,2R,3R,5S)-2-((R)-4-(2-fluorophenylthio)-3-hydroxybutyl)-3,5-dihydroxy cyclopentyl)heptanoate (8) in MeOH/H2O (4:1, 20 mL) is added, dropwise with cooling, at least 5 equivalents of a 3:1 mixture of saturated aqueous ammonium chloride and 1 M hydrochloric acid (Sigma-Aldrich, St. Louis, Mo.), and the solution is stirred for 15 minutes. Saturated aqueous sodium chloride is added along with ethyl acetate. The organic layer is separated; is washed again with brine; the ... Reaction SMILES: [C:1]1([NH:7][CH2:8][C:9]([NH:11][C:12]2[CH:17]=[CH:16][C:15]([S:18](=[O:21])(=[O:20])[NH2:19])=[C:14]([Cl:22])[CH:13]=2)=[O:10])[CH:6]=[CH:5][CH:4]=[CH:3][CH:2]=1.[CH2:23]=O>C(O)C.O>[C:1]1([N:7]2[CH2:8][C:9](=[O:10])[N:11]([C:12]3[CH:17]=[CH:16][C:15]([S:18](=[O:21])(=[O:20])[NH2:19])=[C:14]([Cl:22])[CH:13]=3)[CH2:23]2)[CH:6]=[CH:5][CH:4]=[CH:3][CH:2]=1. The product is C1(=CC=CC=C1)N1CN(C(C1)=O)C1=CC(=C(C=C1)S(N)(=O)=O)Cl (1-Phenyl-3-(3-chloro-4-sulphamoylphenyl)-imidazolidin-4-one). Solvent: C(C)O (ethanol), O (water). Procedure details: 2-Phenylamino-N-(3-chloro-4-sulphamoylphenyl)-acetamide (34 g) was dissolved in ethanol (300 ml) and paraformaldehyde (6.0 g) in water (600 ml) added. The mixture was refluxed 4 hrs and cooled. The product was worked up as in Example 1(c) to yield: 18 g, m.p. 257°-259°. Starting materials: C1(=CC=CC=C1)NCC(=O)NC1=CC(=C(C=C1)S(N)(=O)=O)Cl (2-Phenylamino-N-(3-chloro-4-sulphamoylphenyl)-acetamide), C=O (paraformaldehyde). The reactants are C(C)(C)(C)OC(=O)N1C[C@H]([C@@H]([C@H](C1)OCC1=CC2=CC=CC=C2C(=C1)OC)C1=CC=C(C=C1)OCC=C)OC[C@@H](COC)O ((3S,4R,5R)-4-(4-allyloxy-phenyl)-3-[(2R)-2-hydroxy-3-methoxy-propoxy]-5-(4-methoxy-naphthalen-2-ylmethoxy)-piperidine-1-carboxylic acid tert-butyl ester), C1(=CC=CC=C1)P(C1=CC=CC=C1)C1=CC=CC=C1 (triphenylphosphin), [BH4-].[Li+] (lithiumborohydride). The reagents and catalysts are CC(=O)O.CC(=O)O.[Pd] (palladium-II-acetate). Solvent: O1CCCC1 (tetrahydrofuran). The product is C(C)(C)(C)OC(=O)N1C[C@H]([C@@H]([C@H](C1)OCC1=CC2=CC=CC=C2C(=C1)OC)C1=CC=C(C=C1)O)OC[C@@H](COC)O ((3S,4R,5R)-3-[(2R)-2-hydroxy-3-methoxy-propoxy]-4-(4-hydroxy-phenyl)-5-(4-methoxy-naphthalen-2-ylmethoxy)-piperidine-1-carboxylic acid tert-butyl ester). Reaction SMILES: [C:1]([O:5][C:6]([N:8]1[CH2:13][C@H:12]([O:14][CH2:15][C:16]2[CH:25]=[C:24]([O:26][CH3:27])[C:23]3[C:18](=[CH:19][CH:20]=[CH:21][CH:22]=3)[CH:17]=2)[C@@H:11]([C:28]2[CH:33]=[CH:32][C:31]([O:34]CC=C)=[CH:30][CH:29]=2)[C@H:10]([O:38][CH2:39][C@H:40]([OH:44])[CH2:41][O:42][CH3:43])[CH2:9]1)=[O:7])([CH3:4])([CH3:3])[CH3:2].C1(P(C2C=CC=CC=2)C2C=CC=CC=2)C=CC=CC=1.[BH4-].[Li+]>O1CCCC1.CC(O)=O.CC(O)=O.[Pd]>[C:1]([O:5][C:6]([N:8]1[CH2:13][C@H:12]([O:14][CH2:15][C:16]2[CH:25]=[C:24]([O:26][CH3:27])[C:23]3[C:18](=[CH:19][CH:20]=[CH:21][CH:22]=3)[CH:17]=2)[C@@H:11]([C:28]2[CH:33]=[CH:32][C:31]([OH:34])=[CH:30][CH:29]=2)[C@H:10]([O:38][CH2:39][C@H:40]([OH:44])[CH2:41][O:42][CH3:43])[CH2:9]1)=[O:7])([CH3:3])([CH3:4])[CH3:2] |f:2.3,5.6.7|. Procedure details: In analogy to the procedure described in example 11(c) the (3S,4R,5R)-4-(4-allyloxy-phenyl)-3-[(2R)-2-hydroxy-3-methoxy-propoxy]-5-(4-methoxy-naphthalen-2-ylmethoxy)-piperidine-1-carboxylic acid tert-butyl ester was treated with palladium-II-acetate, triphenylphosphin and lithiumborohydride in tetrahydrofuran to yield the (3S,4R,5R)-3-[(2R)-2-hydroxy-3-methoxy-propoxy]-4-(4-hydroxy-phenyl)-5-(4-methoxy-naphthalen-2-ylmethoxy)-piperidine-1-carboxylic acid tert-butyl ester as colorless oil; MS: 56... Starting materials: BrC1=CC=C2CN(C(C2=C1)=O)[C@@H](C(=O)OC)C(C)C ((R)-Methyl 2-(6-bromo-1-oxoisoindolin-2-yl)-3-methylbutanoate), compound, Cl.COC(CN)=O (glycine methyl ester hydrochloride). The product is BrC1=CC=C2CN(C(C2=C1)=O)CC(=O)OC (Methyl 2-(6-bromo-1-oxoisoindolin-2-yl)acetate). RXN SMILES: [Br:1][C:2]1[CH:10]=[C:9]2[C:5]([CH2:6][N:7]([C@H:12](C(C)C)[C:13]([O:15][CH3:16])=[O:14])[C:8]2=[O:11])=[CH:4][CH:3]=1.Cl.COC(=O)CN>>[Br:1][C:2]1[CH:10]=[C:9]2[C:5]([CH2:6][N:7]([CH2:12][C:13]([O:15][CH3:16])=[O:14])[C:8]2=[O:11])=[CH:4][CH:3]=1 |f:1.2|. Procedure: The compound of example 332 was prepared analogous to compound of example 329 by reaction of the compound of example 328 and glycine methyl ester hydrochloride.